From a dataset of the Open Reaction Database (ORD), a public repository of structured organic reaction records. describe an organic reaction: reactants, conditions, products, and yield The reactants are base, CCO.CCOCC (EtOH Et2O), Cl (HCl), Cl.Cl.NC1=CC=C(C=C1)OC1=CC=C(C=C1)[C@H](CC1=CC=NC=C1)C1=CC(=C(C=C1)OC)OC1CCCC1 (4-[2-(S)-[4-(4-Aminophenyloxy)phenyl]-2-(3-cyclopentyloxy-4-methoxyphenyl)ethyl]pyridine dihydrochloride). Solvent: CCOCC (Et2O). Yields the product Cl.C(C)(=O)NC1=CC=C(C=C1)OC1=CC=C(C=C1)[C@H](CC1=CC=NC=C1)C1=CC(=C(C=C1)OC)OC1CCCC1 (4-[2-(S)-[4-(4-Acetamidophenyloxy]phenyl]-2-(3-cyclopentyloxy-4-methoxyphenyl)ethyl}pyridine hydrochloride). Reaction SMILES: [ClH:1].Cl.Cl.[NH2:4][C:5]1[CH:10]=[CH:9][C:8]([O:11][C:12]2[CH:17]=[CH:16][C:15]([C@@H:18]([C:26]3[CH:31]=[CH:30][C:29]([O:32][CH3:33])=[C:28]([O:34][CH:35]4[CH2:39][CH2:38][CH2:37][CH2:36]4)[CH:27]=3)[CH2:19][C:20]3[CH:25]=[CH:24][N:23]=[CH:22][CH:21]=3)=[CH:14][CH:13]=2)=[CH:7][CH:6]=1.[CH3:40][CH2:41][OH:42].CCOCC>CCOCC>[ClH:1].[C:41]([NH:4][C:5]1[CH:10]=[CH:9][C:8]([O:11][C:12]2[CH:13]=[CH:14][C:15]([C@@H:18]([C:26]3[CH:31]=[CH:30][C:29]([O:32][CH3:33])=[C:28]([O:34][CH:35]4[CH2:39][CH2:38][CH2:37][CH2:36]4)[CH:27]=3)[CH2:19][C:20]3[CH:25]=[CH:24][N:23]=[CH:22][CH:21]=3)=[CH:16][CH:17]=2)=[CH:7][CH:6]=1)(=[O:42])[CH3:40] |f:1.2.3,4.5,7.8|. Procedure details: Treatment of the free base (303.6 mg) in EtOH-Et2O (30 ml; 1:2) with 1.0M HCl in Et2O (0.62 ml) as described for the compound of Example 7 followed by the recrystallisation (THF-Et2O) afforded the title compound as an off-white amorphous solid (highly hygroscopic). δH (CD3OD) 1.50-1.90 (8H, br m), 2.11 (3H, s), 3.67 (2H, d, J 8.3 Hz), 3.76 (3H, s), 4.40 (1H, t, J 8.3 Hz), 4.73 (1H, br m), 6.79 (1H, s), 6.83 (1H, s), 6.84 (1H, s), 6.85-6.95 (4H, m), 7.28 (2H, d, (fine split), J 8.5 Hz), 7.50 (2H,...